Dataset: the Open Reaction Database (ORD), a public repository of structured organic reaction records. Task: describe an organic reaction: reactants, conditions, products, and yield Reactants: CCOC(=O)CNC(=O)c1nnc2ccc(Cl)nn12, CCN(C(C)C)C(C)C, CN(C)C=O, O, NCCCN1CCC(OC(c2ccccc2)c2ccccc2)CC1. As a reaction SMILES: [CH2:25]([CH3:26])[O:27][C:28]([CH2:29][NH:30][C:31](=[O:32])[c:33]1[n:34][n:35][c:36]2[n:37]1[n:38][c:39]([Cl:42])[cH:40][cH:41]2)=[O:43].[CH2:44]([N:45]([CH:46]([CH3:47])[CH3:48])[CH:49]([CH3:50])[CH3:51])[CH3:52].[CH3:54][N:55]([CH3:56])[CH:57]=[O:58].[OH2:53].[c:1]1([CH:7]([O:8][CH:9]2[CH2:10][CH2:11][N:12]([CH2:15][CH2:16][CH2:17][NH2:18])[CH2:13][CH2:14]2)[c:19]2[cH:20][cH:21][cH:22][cH:23][cH:24]2)[cH:2][cH:3][cH:4][cH:5][cH:6]1>>[c:1]1([CH:7]([O:8][CH:9]2[CH2:10][CH2:11][N:12]([CH2:15][CH2:16][CH2:17][NH:18][c:39]3[n:38][n:37]4[c:33]([C:31]([NH:30][CH2:29][C:28]([O:27][CH2:25][CH3:26])=[O:43])=[O:32])[n:34][n:35][c:36]4[cH:41][cH:40]3)[CH2:13][CH2:14]2)[c:19]2[cH:20][cH:21][cH:22][cH:23][cH:24]2)[cH:2][cH:3][cH:4][cH:5][cH:6]1. The product is CCOC(=O)CNC(=O)c1nnc2ccc(NCCCN3CCC(OC(c4ccccc4)c4ccccc4)CC3)nn12. Starting materials: amine, Cl (HCl), C1(CCCCC1)C=O (Cyclohexane carboxaldehyde), NC1=CC=CC=C1 (aniline), [OH-].[Na+] (NaOH). Run in C(C)(=O)OCC (Ethyl acetate). Conditions: temperature 110 celsius. The product is C1(CCCCC1)C(C1=CC=C(N)C=C1)C1=CC=C(N)C=C1 (4,4′-(cyclohexylmethylene)dianiline). Reaction SMILES: [CH:1]1([CH:7]=O)[CH2:6][CH2:5][CH2:4][CH2:3][CH2:2]1.[NH2:9][C:10]1[CH:15]=[CH:14][CH:13]=[CH:12][CH:11]=1.Cl.[OH-].[Na+]>C(OCC)(=O)C>[CH:1]1([CH:7]([C:13]2[CH:14]=[CH:15][C:10]([NH2:9])=[CH:11][CH:12]=2)[C:13]2[CH:14]=[CH:15][C:10]([NH2:9])=[CH:11][CH:12]=2)[CH2:6][CH2:5][CH2:4][CH2:3][CH2:2]1 |f:3.4|. Procedure: The synthesis of an amine hardener composition was carried out as follows: Cyclohexane carboxaldehyde (5 g, 44.6 mmol, 1 equiv) and aniline (12.5 g, 134.3 mmol, 3 equiv) were added to a 100 mL two-necked round bottom flask equipped with a condenser and thermocouple. The flask was placed under nitrogen and 0.25 mL concentrated HCl was added. After refluxing at 110° C. for 5 hours, the reaction was allowed to cool to 50° C. and 0.75 mL of 50 wt % aqueous NaOH was added. Ethyl acetate (EtOAc) was a... Starting materials: C=C(C)C(=O)Cl, O=C([O-])[O-], Cl, NCCCCC(N)C(=O)O, [Na+], [Na+], [Na+], [OH-], O. The product is C=C(C)C(=O)NCCCCC(N)C(=O)O. Reaction SMILES: [C:1]([C:2](=[CH2:3])[CH3:4])(=[O:5])[Cl:6].[C:20](=[O:21])([O-:22])[O-:23].[ClH:7].[NH2:8][CH:9]([CH2:10][CH2:11][CH2:12][CH2:13][NH2:14])[C:15](=[O:16])[OH:17].[Na+:19].[Na+:24].[Na+:25].[OH-:18].[OH2:26]>>[C:1]([C:2](=[CH2:3])[CH3:4])(=[O:5])[NH:14][CH2:13][CH2:12][CH2:11][CH2:10][CH:9]([NH2:8])[C:15](=[O:16])[OH:17]. The product is N1(C=NC=C1)CCCC1=CC=C(OCC=2N=C(SC2)\C=C\C2=CC=CC=C2)C=C1 (4-[4-[3-(1-imidazolyl)propyl]phenoxymethyl]-2-[(E)-2-phenylethenyl]thiazole). The reactants are OC1=CC=C(C=C1)CCCN1C=NC=C1 (1-[3-(4-hydroxyphenyl)propyl]imidazole), ClCC=1N=C(SC1)\C=C\C1=CC=CC=C1 (4-chloromethyl-2-[(E)-2-phenylethenyl]thiazole). Reported procedure: In substantially the same manner as in Working Example 48, 1-[3-(4-hydroxyphenyl)propyl]imidazole was allowed to react with 4-chloromethyl-2-[(E)-2-phenylethenyl]thiazole to give 4-[4-[3-(1-imidazolyl)propyl]phenoxymethyl]-2-[(E)-2-phenylethenyl]thiazole. The yield was 58%. Recrystallization from ethyl acetate gave colorless prisms, mp 129-130° C. RXN SMILES: [OH:1][C:2]1[CH:7]=[CH:6][C:5]([CH2:8][CH2:9][CH2:10][N:11]2[CH:15]=[CH:14][N:13]=[CH:12]2)=[CH:4][CH:3]=1.Cl[CH2:17][C:18]1[N:19]=[C:20](/[CH:23]=[CH:24]/[C:25]2[CH:30]=[CH:29][CH:28]=[CH:27][CH:26]=2)[S:21][CH:22]=1>>[N:11]1([CH2:10][CH2:9][CH2:8][C:5]2[CH:6]=[CH:7][C:2]([O:1][CH2:17][C:18]3[N:19]=[C:20](/[CH:23]=[CH:24]/[C:25]4[CH:30]=[CH:29][CH:28]=[CH:27][CH:26]=4)[S:21][CH:22]=3)=[CH:3][CH:4]=2)[CH:15]=[CH:14][N:13]=[CH:12]1. Yield: 58.0%. The reactants are COC(=O)C1=NC=C(N=C1)C(=O)OC (2,5-dimethoxycarbonylpyrazine), NCC(CO)O (3-amino-1,2-propanediol). Solvent: C(C)O (ethanol). Product: OC(CNC(=O)C1=NC=C(N=C1)C(=O)NCC(CO)O)CO (N,N′-bis(2,3-dihydroxy-1-propyl)pyrazine-2,5-dicarboxamide). As a reaction SMILES: CO[C:3]([C:5]1[CH:10]=[N:9][C:8]([C:11]([O:13]C)=O)=[CH:7][N:6]=1)=[O:4].[NH2:15][CH2:16][CH:17]([OH:20])[CH2:18][OH:19]>C(O)C>[OH:20][CH:17]([CH2:18][OH:19])[CH2:16][NH:15][C:11]([C:8]1[CH:7]=[N:6][C:5]([C:3]([NH:15][CH2:16][CH:17]([OH:20])[CH2:18][OH:19])=[O:4])=[CH:10][N:9]=1)=[O:13]. Reported procedure: A solution of 490 mg of 2,5-dimethoxycarbonylpyrazine and 0.40 cm3 of 3-amino-1,2-propanediol in 5 cm3 of ethanol is heated at a temperature in the region of the reflux temperature for 3 hours. The reaction mixture is filtered while hot. The white solid is washed with 3 times 15 cm3 of boiling ethanol. 416 mg of N,N′-bis(2,3-dihydroxy-1-propyl)pyrazine-2,5-dicarboxamide are thus obtained in the form of a white solid melting at 234° C. [1H NMR spectrum (400 MHz, (CD3)2SO-d6, δ in ppm): from 3.20 ... Starting materials: C(C=C)[C@@]1(C(N([C@@H]([C@H](C1)C1=CC(=CC(=C1)F)Cl)C1=CC=C(C=C1)Cl)[C@H](CNS(=O)(=O)CC)CC)=O)C (N-((S)-2-((3S,5R,6S)-3-allyl-5-(3-chloro-5-fluorophenyl)-6-(4-chlorophenyl)-3-methyl-2-oxopiperidin-1-yl)butyl)ethanesulfonamide), CC#N (MeCN), O (water), I(=O)(=O)(=O)[O-].[Na+] (sodium periodate), CCOC(=O)C (EtOAc). Reagents/catalysts: O.[Ru](Cl)(Cl)Cl (ruthenium chloride hydrate). Run at time 2 hour. Yields the product ClC=1C=C(C=C(C1)F)[C@H]1C[C@](C(N([C@@H]1C1=CC=C(C=C1)Cl)[C@H](CNS(=O)(=O)CC)CC)=O)(C)CC(=O)O (2-((3R,5R,6S)-5-(3-Chloro-5-fluorophenyl)-6-(4-chlorophenyl)-1-((S)-1-(ethylsulfonamido)butan-2-yl)-3-methyl-2-oxopiperidin-3-yl)acetic acid). Reaction SMILES: [CH2:1]([C@@:4]1(C)[CH2:9][C@H:8]([C:10]2[CH:15]=[C:14]([F:16])[CH:13]=[C:12]([Cl:17])[CH:11]=2)[C@@H:7]([C:18]2[CH:23]=[CH:22][C:21]([Cl:24])=[CH:20][CH:19]=2)[N:6]([C@@H:25]([CH2:33][CH3:34])[CH2:26][NH:27][S:28]([CH2:31][CH3:32])(=[O:30])=[O:29])[C:5]1=[O:35])C=C.CC#N.O.I([O-])(=O)(=O)=O.[Na+].CC[O:49][C:50]([CH3:52])=[O:51]>O.[Ru](Cl)(Cl)Cl>[Cl:17][C:12]1[CH:11]=[C:10]([C@@H:8]2[C@@H:7]([C:18]3[CH:19]=[CH:20][C:21]([Cl:24])=[CH:22][CH:23]=3)[N:6]([C@@H:25]([CH2:33][CH3:34])[CH2:26][NH:27][S:28]([CH2:31][CH3:32])(=[O:30])=[O:29])[C:5](=[O:35])[C@:4]([CH2:52][C:50]([OH:49])=[O:51])([CH3:1])[CH2:9]2)[CH:15]=[C:14]([F:16])[CH:13]=1 |f:3.4,6.7|. Reported procedure: To a solution of N-((S)-2-((3S,5R,6S)-3-allyl-5-(3-chloro-5-fluorophenyl)-6-(4-chlorophenyl)-3-methyl-2-oxopiperidin-1-yl)butyl)ethanesulfonamide (Example 393, Step C, 120 mg, 0.216 mmol) in EtOAc:MeCN:water (1.450 mL) (2/2/3) at rt was added sodium periodate (185 mg, 0.864 mmol) slowly. Then ruthenium chloride hydrate (1.071 mg, 4.75 μmol) was added. The mixture was stirred vigourously at rt for 2 h. Then the mixture was filtered and the solid was washed with EtOAc. The filtrate was extracted w... Starting materials: O1C(CCCC1)ONC(CC1(CCNCCS1(=O)=O)C=1SC(=CC1)C1=CC=C(C=C1)C1=CN=CO1)=O (N-(2-tetrahydropyranyloxy)-2-[7-(5-(4-(5-oxazolyl)phenyl)-2-thienyl)-1,1-dioxoperhydro-1,4-thiazepin-7-yl]acetamide), C(C)(C)N=C=O (isopropyl isocyanate). Solvent: C(Cl)(Cl)Cl (chloroform), C(Cl)(Cl)Cl (chloroform). Run at time 1 hour. Product: O1C(CCCC1)ONC(CC1(CCN(CCS1(=O)=O)C(NC(C)C)=O)C=1SC(=CC1)C1=CC=C(C=C1)C1=CN=CO1)=O (N-(2-tetrahydropyranyloxy)-2-[4-isopropylcarbamoyl-7-(5-(4-(5-oxazolyl)phenyl)-2-thienyl)-1,1-dioxoperhydro-1,4-thiazepin-7-yl]acetamide). The yield is 79.3%. Reaction SMILES: [O:1]1[CH2:6][CH2:5][CH2:4][CH2:3][CH:2]1[O:7][NH:8][C:9](=[O:36])[CH2:10][C:11]1([C:20]2[S:21][C:22]([C:25]3[CH:30]=[CH:29][C:28]([C:31]4[O:35][CH:34]=[N:33][CH:32]=4)=[CH:27][CH:26]=3)=[CH:23][CH:24]=2)[S:17](=[O:19])(=[O:18])[CH2:16][CH2:15][NH:14][CH2:13][CH2:12]1.[CH:37]([N:40]=[C:41]=[O:42])([CH3:39])[CH3:38]>C(Cl)(Cl)Cl>[O:1]1[CH2:6][CH2:5][CH2:4][CH2:3][CH:2]1[O:7][NH:8][C:9](=[O:36])[CH2:10][C:11]1([C:20]2[S:21][C:22]([C:25]3[CH:30]=[CH:29][C:28]([C:31]4[O:35][CH:34]=[N:33][CH:32]=4)=[CH:27][CH:26]=3)=[CH:23][CH:24]=2)[S:17](=[O:18])(=[O:19])[CH2:16][CH2:15][N:14]([C:41](=[O:42])[NH:40][CH:37]([CH3:39])[CH3:38])[CH2:13][CH2:12]1. Reported procedure: To a mixture of N-(2-tetrahydropyranyloxy)-2-[7-(5-(4-(5-oxazolyl)phenyl)-2-thienyl)-1,1-dioxoperhydro-1,4-thiazepin-7-yl]acetamide (100 mg) in chloroform (1 ml) was added a solution of isopropyl isocyanate (18 mg) in chloroform (1 ml) at 0° C. under nitrogen atmosphere. After being stirred for 1 hour, the mixture was concentrated in vacuo. The residue was dissolved in ethyl acetate and the solution was washed with water, a saturated aqueous sodium bicarbonate solution and brine, dried over magn...